Dataset: the Open Reaction Database (ORD), a public repository of structured organic reaction records. Task: describe an organic reaction: reactants, conditions, products, and yield Conditions: time 20 minute. Reaction SMILES: [N:1]1([CH2:7][C:8]2[CH:13]=[CH:12][N:11]=[C:10]([O:14][CH2:15]/[CH:16]=[CH:17]\[CH2:18][NH:19][C:20](=[O:28])[CH2:21][CH2:22][CH2:23][S:24][C:25](=O)[CH3:26])[CH:9]=2)[CH2:6][CH2:5][CH2:4][CH2:3][CH2:2]1.C[O-].[Na+].Cl[C:33]1C=C[N:36]=[CH:35][N:34]=1>CO>[N:1]1([CH2:7][C:8]2[CH:13]=[CH:12][N:11]=[C:10]([O:14][CH2:15]/[CH:16]=[CH:17]\[CH2:18][NH:19][C:20](=[O:28])[CH2:21][CH2:22][CH2:23][S:24][C:25]3[CH:26]=[CH:33][N:34]=[CH:35][N:36]=3)[CH:9]=2)[CH2:6][CH2:5][CH2:4][CH2:3][CH2:2]1 |f:1.2|. Reactants: C[O-].[Na+] (sodium methoxide), N1(CCCCC1)CC1=CC(=NC=C1)OC\C=C/CNC(CCCSC(C)=O)=O (N-[4-(4-piperidinomethyl-2-pyridyloxy)-cis-2-butenyl]-4-(acetylthio)butyramide), ClC1=NC=NC=C1 (4-chloropyrimidine). Yields the product N1(CCCCC1)CC1=CC(=NC=C1)OC\C=C/CNC(CCCSC1=NC=NC=C1)=O (N-[4-(4-Piperidinomethyl-2-pyridyloxy)-cis-2-butenyl ]-4-(4-pyrimidinylthio)butyramide). Procedure details: A solution of 1.00 g of N-[4-(4-piperidinomethyl-2-pyridyloxy)-cis-2-butenyl]-4-(acetylthio)butyramide [prepared as described in step (a) above] in 10 ml of methanol was added to a mixture of 0.48 g of 28% w/v methanolic sodium methoxide and 5 ml of methanol, whilst ice-cooling, and the mixture was stirred at the same temperature for 20 minutes. At the end of this time, 0.28 g of 4-chloropyrimidine was added to the mixture and the mixture was heated under reflux for 2 hours. The solvent was then... Yield: 60.2%. Run in CO (methanol), CO (methanol).